Dataset: the Open Reaction Database (ORD), a public repository of structured organic reaction records. Task: describe an organic reaction: reactants, conditions, products, and yield The reactants are COC(=N)c1cc(-c2nc(NS(=O)(=O)c3ccc(C(C)C)cn3)c(Oc3ccccc3OC)c(OC)n2)ccn1, CO, Cl, [Na], O. The product is COC(=O)c1cc(-c2nc(NS(=O)(=O)c3ccc(C(C)C)cn3)c(Oc3ccccc3OC)c(OC)n2)ccn1. As a reaction SMILES: [CH3:2][O:3][C:4](=[NH:5])[c:6]1[n:7][cH:8][cH:9][c:10](-[c:12]2[n:13][c:14]([O:40][CH3:41])[c:15]([O:31][c:32]3[c:33]([O:38][CH3:39])[cH:34][cH:35][cH:36][cH:37]3)[c:16]([NH:18][S:19](=[O:20])(=[O:21])[c:22]3[n:23][cH:24][c:25]([CH:28]([CH3:29])[CH3:30])[cH:26][cH:27]3)[n:17]2)[cH:11]1.[CH3:44][OH:45].[ClH:42].[Na:1].[OH2:43]>>[CH3:2][O:3][C:4]([c:6]1[n:7][cH:8][cH:9][c:10](-[c:12]2[n:13][c:14]([O:40][CH3:41])[c:15]([O:31][c:32]3[c:33]([O:38][CH3:39])[cH:34][cH:35][cH:36][cH:37]3)[c:16]([NH:18][S:19](=[O:20])(=[O:21])[c:22]3[n:23][cH:24][c:25]([CH:28]([CH3:29])[CH3:30])[cH:26][cH:27]3)[n:17]2)[cH:11]1)=[O:43].